Dataset: the Open Reaction Database (ORD), a public repository of structured organic reaction records. Task: describe an organic reaction: reactants, conditions, products, and yield Starting materials: Cl (hydrochloride), Cl.NC1=C(C=C(C=C1C(F)(F)F)C(CNC1CCC1)=O)Cl (4'-amino-3'-chloro-2-cyclobutylamino-5'-trifluoromethyl-acetophenone hydrochloride), [BH4-].[Na+] (sodium borohydride). The product is NC1=C(C=C(C=C1C(F)(F)F)C(CNC1CCC1)O)Cl (1-(4'-Amino-3'-chloro-5'-trifluoromethyl-phenyl)-2-cyclobutylamino-ethanol). RXN SMILES: Cl.Cl.[NH2:3][C:4]1[C:9]([C:10]([F:13])([F:12])[F:11])=[CH:8][C:7]([C:14](=[O:21])[CH2:15][NH:16][CH:17]2[CH2:20][CH2:19][CH2:18]2)=[CH:6][C:5]=1[Cl:22].[BH4-].[Na+]>>[NH2:3][C:4]1[C:9]([C:10]([F:11])([F:12])[F:13])=[CH:8][C:7]([CH:14]([OH:21])[CH2:15][NH:16][CH:17]2[CH2:18][CH2:19][CH2:20]2)=[CH:6][C:5]=1[Cl:22] |f:1.2,3.4|. Procedure details: m.p. of the hydrochloride: 177°-178° C., was prepared from 4'-amino-3'-chloro-2-cyclobutylamino-5'-trifluoromethyl-acetophenone hydrochloride and sodium borohydride analogous to Example 1. Reactants: ClC[C@@H](CNC(=O)C=1C=NN2C1N=C(C=C2)N2[C@H](CCC2)C=2C(NC=C(C2)F)=O)O (N-((R)-3-chloro-2-hydroxypropyl)-5-((R)-2-(5-fluoro-2-oxo-1,2-dihydropyridin-3-yl)pyrrolidin-1-yl)pyrazolo[1,5-a]pyrimidine-3-carboxamide), C(=O)([O-])[O-].[Cs+].[Cs+] (Cs2CO3). Run in CN(C)C=O (DMF). Conditions: temperature 85 celsius. Yields the product FC=1C=C2[C@H]3CCCN3C=3C=CN4N=CC(C(NC[C@H](COC2=NC1)O)=O)=C4N3 ((6R,15R)-9-fluoro-15-hydroxy-13-oxa-2,11,17,21,22,25-hexaazapentacyclo[17.5.2.02,6.07,12.022,26]hexacosa-1(25),7,9,11,19(26),20,23-heptaen-18-one). Yield: 36.4%. RXN SMILES: Cl[CH2:2][C@H:3]([OH:30])[CH2:4][NH:5][C:6]([C:8]1[CH:9]=[N:10][N:11]2[CH:16]=[CH:15][C:14]([N:17]3[CH2:21][CH2:20][CH2:19][C@@H:18]3[C:22]3[C:23](=[O:29])[NH:24][CH:25]=[C:26]([F:28])[CH:27]=3)=[N:13][C:12]=12)=[O:7].C([O-])([O-])=O.[Cs+].[Cs+]>CN(C=O)C>[F:28][C:26]1[CH:27]=[C:22]2[C:23](=[N:24][CH:25]=1)[O:29][CH2:2][C@H:3]([OH:30])[CH2:4][NH:5][C:6](=[O:7])[C:8]1=[C:12]3[N:13]=[C:14]([CH:15]=[CH:16][N:11]3[N:10]=[CH:9]1)[N:17]1[C@@H:18]2[CH2:19][CH2:20][CH2:21]1 |f:1.2.3|. Procedure: A suspension of N-((R)-3-chloro-2-hydroxypropyl)-5-((R)-2-(5-fluoro-2-oxo-1,2-dihydropyridin-3-yl)pyrrolidin-1-yl)pyrazolo[1,5-a]pyrimidine-3-carboxamide (30 mg, 0.069 mmol) and Cs2CO3 (112 mg, 0.34 mmol) in DMF (0.7 mL) was heated at 85° C. for 1 hour. The reaction mixture was filtered through a GF/F paper and directly purified on reverse phase column chromatography (Biotage SP4 system C-18 12+M column, 0 to 50% acetonitrile/water), to provide the title product as a white solid (10 mg, 36% yiel... Reactants: BrC1=CC2=C(C=N1)C=C(N2)C=2C=NN(C2)C (6-bromo-2-(1-methyl-1H-pyrazol-4-yl)-1H-pyrrolo[3,2-c]pyridine), [H-].[Na+] (sodium hydride), BrCC1=NOC(=C1)C (3-(bromomethyl)-5-methylisoxazole). Conditions: time 5 minute. Product: BrC1=CC2=C(C=N1)C=C(N2CC2=NOC(=C2)C)C=2C=NN(C2)C (3-((6-Bromo-2-(1-methyl-1H-pyrazol-4-yl)-1H-pyrrolo[3,2-c]pyridin-1-yl)methyl)-5-methylisoxazole), solid. As a reaction SMILES: [Br:1][C:2]1[N:7]=[CH:6][C:5]2[CH:8]=[C:9]([C:11]3[CH:12]=[N:13][N:14]([CH3:16])[CH:15]=3)[NH:10][C:4]=2[CH:3]=1.[H-].[Na+].Br[CH2:20][C:21]1[CH:25]=[C:24]([CH3:26])[O:23][N:22]=1>CN(C=O)C.C(OCC)(=O)C>[Br:1][C:2]1[N:7]=[CH:6][C:5]2[CH:8]=[C:9]([C:11]3[CH:12]=[N:13][N:14]([CH3:16])[CH:15]=3)[N:10]([CH2:20][C:21]3[CH:25]=[C:24]([CH3:26])[O:23][N:22]=3)[C:4]=2[CH:3]=1 |f:1.2|. The solvent is CN(C)C=O (DMF), CN(C)C=O (DMF), C(C)(=O)OCC (ethyl acetate). Procedure: To a stirred solution of 6-bromo-2-(1-methyl-1H-pyrazol-4-yl)-1H-pyrrolo[3,2-c]pyridine (Preparation 22, 0.060 g, 0.217) in anhydrous DMF (0.8 mL) was added sodium hydride 60% (0.013 g, 7.8 mg, 0.325 mmol). The reaction mixture was stirred at room temperature for 5 minutes under argon, then a solution of 3-(bromomethyl)-5-methylisoxazole (0.057 g, 0.325 mmol) in anhydrous DMF (0.3 mL) was added. The stirring was continued at room temp for 1 hour and 50 minutes. The reaction mixture was diluted w... Isolated yield 80.0%. The reactants are C(=O)(OC)NC(NC1=C(N)C=CC(=C1)SCCC)=S (2-(3-carbomethoxythioureido)-4-propylthioaniline), CO (methanol), CC1=CC=C(C=O)C=C1 (p-methylbenzaldehyde). Reaction conditions: temperature 10 celsius, time 1 hour. Product: N=C1C(=C(C(C=C1)(SCCC)C)CC1=CC=CC=C1)NC(=S)NC(=O)OC (1-imino(4-methyl)phenylmethyl-2-(3-carbomethoxythioureido)-4-propylthiobenzene). The yield is 89.0%. Reaction SMILES: [C:1]([NH:5][C:6](=[S:19])[NH:7][C:8]1[CH:14]=[C:13]([S:15][CH2:16][CH2:17][CH3:18])[CH:12]=[CH:11][C:9]=1[NH2:10])([O:3][CH3:4])=[O:2].[CH3:20][C:21]1[CH:28]=[CH:27][C:24](C=O)=[CH:23][CH:22]=1.[CH3:29]O>>[NH:10]=[C:9]1[CH:11]=[CH:12][C:13]([CH3:29])([S:15][CH2:16][CH2:17][CH3:18])[C:14]([CH2:20][C:21]2[CH:28]=[CH:27][CH:24]=[CH:23][CH:22]=2)=[C:8]1[NH:7][C:6]([NH:5][C:1]([O:3][CH3:4])=[O:2])=[S:19]. Procedure: To a suspension of 2-(3-carbomethoxythioureido)-4-propylthioaniline (9.0 g; 0.03 mole) in methanol (100 ml), cooled to 10° C., there is added p-methylbenzaldehyde (3.6 g; 0.03 mole). The mixture is stirred at 10° C. for 1 hr. and at room temperature for 18 hrs. The suspension that forms is vacuum filtered and the filter cake is air dried to afford 1-imino(4-methyl)phenylmethyl-2-(3-carbomethoxythioureido)-4-propylthiobenzene (10.75 g; 89%), m.p. 135°-141° C. The solvent is C1(=CC=CC=C1)C (toluene), O (water). RXN SMILES: C([O:3][C:4]([C:6]1[CH:7]=[N:8][NH:9][CH:10]=1)=[O:5])C.I[C:12]1[CH:13]=[C:14]([CH3:19])[CH:15]=[C:16]([CH3:18])[CH:17]=1.CNC1CCCCC1NC.C(=O)([O-])[O-].[K+].[K+]>C1(C)C=CC=CC=1.[Cu]I.O>[CH3:19][C:14]1[CH:13]=[C:12]([N:9]2[CH:10]=[C:6]([C:4]([OH:3])=[O:5])[CH:7]=[N:8]2)[CH:17]=[C:16]([CH3:18])[CH:15]=1 |f:3.4.5|. Product: CC=1C=C(C=C(C1)C)N1N=CC(=C1)C(=O)O (1-(3,5-Dimethylphenyl)-1H-pyrazole-4-carboxylic acid). Reagents/catalysts: [Cu]I (copper (I) iodide). Reactants: C(C)OC(=O)C=1C=NNC1 (1H-pyrazole-4-carboxylic acid ethyl ester), IC=1C=C(C=C(C1)C)C (5-iodo-m-xylene), CNC1C(CCCC1)NC (N,N′-dimethyl-1,2-cyclohexanediamine), C([O-])([O-])=O.[K+].[K+] (potassium carbonate). Procedure details: A solution of 1H-pyrazole-4-carboxylic acid ethyl ester (1.65 g), 5-iodo-m-xylene (1.65 g), copper (I) iodide (68 mg), N,N′-dimethyl-1,2-cyclohexanediamine (222 mg) and potassium carbonate (2.06 g) in toluene (2 ml) was stirred at 110° C. for 48 hours. After completion of the reaction, water was added and extracted with ethyl acetate. The organic layer was dried over anhydrous magnesium sulfate and concentrated. The residue was dissolved in ethanol (10 ml), 1N aqueous solution of sodium hydroxid... Yield: 28.5%. Run at time 8 hour. The reactants are N(=NC(=O)OCC)C(=O)OCC (diethyl azodicarboxylate), COC1=C(C=C(C=C1)C)S(=O)(=O)OC=1C=C(C=C(C1)C)O (3-(2-methoxy-5-methylphenylsulfonyloxy)-5-methylphenol), C(CCO)O (1,3-propanediol), C1(=CC=CC=C1)P(C1=CC=CC=C1)C1=CC=CC=C1 (triphenylphosphine). The solvent is O1CCCC1 (tetrahydrofuran). Conditions: time 2 hour. Yields the product COC1=C(C=C(C=C1)C)S(=O)(=O)OC=1C=C(OCCCO)C=C(C1)C (3-[3-(2-Methoxy-5-methylphenylsulfonyloxy)-5-methylphenoxy]propanol). The yield is 97.1%. Reaction SMILES: [CH3:1][O:2][C:3]1[CH:8]=[CH:7][C:6]([CH3:9])=[CH:5][C:4]=1[S:10]([O:13][C:14]1[CH:15]=[C:16]([OH:21])[CH:17]=[C:18]([CH3:20])[CH:19]=1)(=[O:12])=[O:11].[CH2:22](O)[CH2:23][CH2:24][OH:25].C1(P(C2C=CC=CC=2)C2C=CC=CC=2)C=CC=CC=1.N(C(OCC)=O)=NC(OCC)=O>O1CCCC1>[CH3:1][O:2][C:3]1[CH:8]=[CH:7][C:6]([CH3:9])=[CH:5][C:4]=1[S:10]([O:13][C:14]1[CH:15]=[C:16]([CH:17]=[C:18]([CH3:20])[CH:19]=1)[O:21][CH2:22][CH2:23][CH2:24][OH:25])(=[O:11])=[O:12]. Reported procedure: To 458 mg (1.49 mmol) 3-(2-methoxy-5-methylphenylsulfonyloxy)-5-methylphenol, as prepared in the preceding step, 1.08 mL (14.9 mmol) of 1,3-propanediol and 782 mg (2.98 mmol) of triphenylphosphine in 10 mL of anhydrous tetrahydrofuran was added 0.470 mL (2.98 mmol) of diethyl azodicarboxylate dropwise over 15 min. After stirring at ambient temperature for 2 h, the reaction mixture was concentrated to a semisolid. The resulting mixture was flash chromatographed on 50 g of silica gel with 8-10% et... Reactants: CO, COC(=O)c1ccc2c(c1)CC(C)(C)C(c1ccc(NC(=O)C3CCC3)cc1)N2, [Na+], [OH-], O. The product is CC1(C)Cc2cc(C(=O)O)ccc2NC1c1ccc(NC(=O)C2CCC2)cc1. Reaction SMILES: [CH3:32][OH:33].[CH:1]1([C:5](=[O:6])[NH:7][c:8]2[cH:9][cH:10][c:11]([CH:14]3[NH:15][c:16]4[cH:17][cH:18][c:19]([C:26](=[O:27])[O:28][CH3:29])[cH:20][c:21]4[CH2:22][C:23]3([CH3:24])[CH3:25])[cH:12][cH:13]2)[CH2:2][CH2:3][CH2:4]1.[Na+:31].[OH-:30].[OH2:34]>>[CH:1]1([C:5](=[O:6])[NH:7][c:8]2[cH:9][cH:10][c:11]([CH:14]3[NH:15][c:16]4[cH:17][cH:18][c:19]([C:26](=[O:27])[OH:28])[cH:20][c:21]4[CH2:22][C:23]3([CH3:24])[CH3:25])[cH:12][cH:13]2)[CH2:2][CH2:3][CH2:4]1. Reactants: CC(=O)Cc1ccc(S(N)(=O)=O)c(Cl)c1, Cc1nc(Cl)sc1-c1ccc(N)cc1, CC(=O)Cc1ccc(N)c(Cl)c1. Product: Cc1nc(Cl)sc1-c1ccc(S(N)(=O)=O)cc1. As a reaction SMILES: [Cl:15][c:16]1[cH:17][c:18]([CH2:19][C:20](=[O:21])[CH3:22])[cH:23][cH:24][c:25]1[S:26](=[O:27])(=[O:28])[NH2:29].[Cl:1][c:2]1[s:3][c:4](-[c:8]2[cH:9][cH:10][c:11]([NH2:14])[cH:12][cH:13]2)[c:5]([CH3:7])[n:6]1.[NH2:30][c:31]1[cH:32][cH:33][c:34]([CH2:35][C:36](=[O:37])[CH3:38])[cH:39][c:40]1[Cl:41]>>[Cl:1][c:2]1[s:3][c:4](-[c:8]2[cH:9][cH:10][c:11]([S:26](=[O:27])(=[O:28])[NH2:29])[cH:12][cH:13]2)[c:5]([CH3:7])[n:6]1. Starting materials: FC(CCCCCCCCCCCCCCCNC1=CC=C(C(=O)OCC)C=C1)(F)F (ethyl 4-[15-(trifluoromethyl)pentadecylamino]benzoate), Cl (hydrochloric acid), [OH-].[K+] (potassium hydroxide), C(C)O (ethanol). Run in O (water). Yields the product FC(CCCCCCCCCCCCCCCNC1=CC=C(C(=O)O)C=C1)(F)F (4-[15-(Trifluoromethyl)pentadecylamino]benzoic acid). RXN SMILES: [F:1][C:2]([F:31])([F:30])[CH2:3][CH2:4][CH2:5][CH2:6][CH2:7][CH2:8][CH2:9][CH2:10][CH2:11][CH2:12][CH2:13][CH2:14][CH2:15][CH2:16][CH2:17][NH:18][C:19]1[CH:29]=[CH:28][C:22]([C:23]([O:25]CC)=[O:24])=[CH:21][CH:20]=1.[OH-].[K+].C(O)C.Cl>O>[F:1][C:2]([F:30])([F:31])[CH2:3][CH2:4][CH2:5][CH2:6][CH2:7][CH2:8][CH2:9][CH2:10][CH2:11][CH2:12][CH2:13][CH2:14][CH2:15][CH2:16][CH2:17][NH:18][C:19]1[CH:29]=[CH:28][C:22]([C:23]([OH:25])=[O:24])=[CH:21][CH:20]=1 |f:1.2|. Procedure: A mixture of 6.0 g. of ethyl 4-[15-(trifluoromethyl)pentadecylamino]benzoate, 4.0 g. of potassium hydroxide and 50 ml. of ethanol is stirred at 80° C. for 4 hours. The mixture is diluted with water and adjusted to pH 5.5 by the addition of concentrated hydrochloric acid. Cooling and filtration affords a solid which is recrystallized from acetone to yield the product as a white solid.